Dataset: the Open Reaction Database (ORD), a public repository of structured organic reaction records. Task: describe an organic reaction: reactants, conditions, products, and yield Starting materials: CCN=C=NCCCN(C)C, COc1cc2nccc(Oc3ccc(OCC(=O)O)cc3)c2cc1OC, ClC(Cl)Cl, Cl, Nc1ccc(Cl)cc1, [Na+], O, On1nnc2ccccc21, O=C([O-])O. The product is COc1cc2nccc(Oc3ccc(OCC(=O)Nc4ccc(Cl)cc4)cc3)c2cc1OC. As a reaction SMILES: [CH2:28]([N:29]=[C:30]=[N:31][CH2:32][CH2:33][CH2:34][N:35]([CH3:36])[CH3:37])[CH3:38].[CH3:1][O:2][c:3]1[cH:4][c:5]2[c:6]([O:15][c:16]3[cH:17][cH:18][c:19]([O:20][CH2:21][C:22](=[O:23])[OH:24])[cH:25][cH:26]3)[cH:7][cH:8][n:9][c:10]2[cH:11][c:12]1[O:13][CH3:14].[CH:63]([Cl:64])([Cl:65])[Cl:66].[ClH:27].[NH2:50][c:51]1[cH:52][cH:53][c:54]([Cl:55])[cH:56][cH:57]1.[Na+:58].[OH2:49].[OH:39][n:40]1[c:41]2[c:42]([cH:43][cH:44][cH:45][cH:46]2)[n:47][n:48]1.[OH:59][C:60](=[O:61])[O-:62]>>[CH3:1][O:2][c:3]1[cH:4][c:5]2[c:6]([O:15][c:16]3[cH:17][cH:18][c:19]([O:20][CH2:21][C:22](=[O:23])[NH:50][c:51]4[cH:52][cH:53][c:54]([Cl:55])[cH:56][cH:57]4)[cH:25][cH:26]3)[cH:7][cH:8][n:9][c:10]2[cH:11][c:12]1[O:13][CH3:14]. Starting materials: COC=1C=C(C[C@@H]2CCC=C2C(=O)O)C=CC1 ((-)-5(S)-(3-methoxybenzyl)-1-cyclopentenecarboxylic acid), S(=O)(Cl)Cl (thionyl chloride), C(C)(=O)[O-].[NH4+] (ammonium acetate), acid chloride, C1(=CC=CC=C1)C(=O)C(O)C1=CC=CC=C1 (benzoin). Reagents/catalysts: CN(C=O)C (N,N-dimethylformamide). The solvent is C(Cl)Cl (methylene chloride), C(C)(=O)O (acetic acid), N1=CC=CC=C1 (pyridine), C(Cl)Cl (methylene chloride). Reaction conditions: time 4 hour. Product: C1(=CC=CC=C1)C=1N=C(OC1C1=CC=CC=C1)C1=CCC[C@H]1CC1=CC(=CC=C1)OC ((+)-1-(4,5-diphenyloxazol-2-yl)-5(S)-(3-methoxybenzyl)cyclopentene). Reaction SMILES: [CH3:1][O:2][C:3]1[CH:4]=[C:5]([CH:15]=[CH:16][CH:17]=1)[CH2:6][C@H:7]1[C:11]([C:12]([OH:14])=O)=[CH:10][CH2:9][CH2:8]1.S(Cl)(Cl)=O.[C:22]1([C:28]([CH:30]([C:32]2[CH:37]=[CH:36][CH:35]=[CH:34][CH:33]=2)O)=O)[CH:27]=[CH:26][CH:25]=[CH:24][CH:23]=1.C([O-])(=O)C.[NH4+:42]>CN(C)C=O.C(O)(=O)C.N1C=CC=CC=1.C(Cl)Cl>[C:22]1([C:28]2[N:42]=[C:12]([C:11]3[C@H:7]([CH2:6][C:5]4[CH:15]=[CH:16][CH:17]=[C:3]([O:2][CH3:1])[CH:4]=4)[CH2:8][CH2:9][CH:10]=3)[O:14][C:30]=2[C:32]2[CH:37]=[CH:36][CH:35]=[CH:34][CH:33]=2)[CH:27]=[CH:26][CH:25]=[CH:24][CH:23]=1 |f:3.4|. Procedure details: A methylene chloride solution (20 ml) of (-)-5(S)-(3-methoxybenzyl)-1-cyclopentenecarboxylic acid (1.99 g), thionyl chloride (2 ml) and N,N-dimethylformamide (2 drops) was stirred for 3 hours at room temperature. Removal of solvent at reduced pressure afforded the crude acid chloride as a brown oil. To a methylene chloride solution (20 ml) of the crude acid chloride and benzoin (1.97 g), pyridine (2 ml) was added at room temperature. The solution was stirred for 4 hours at the same temperature a... Reactants: [N+](=O)([O-])C1=C(C=CC(=C1)[N+](=O)[O-])S (2,4-dinitrothiophenol), NC(=S)N (thiourea). Run in CN(C=O)C (dimethylformamide), O (water). Product: NC=1SC2=C(N1)C=C(C=C2)[N+](=O)[O-] (2-amino-5-nitrobenzothiazole). RXN SMILES: [N+:1]([C:4]1[CH:9]=[C:8]([N+:10]([O-:12])=[O:11])[CH:7]=[CH:6][C:5]=1[SH:13])([O-])=O.[NH2:14][C:15](N)=S>CN(C)C=O.O>[NH2:14][C:15]1[S:13][C:5]2[CH:6]=[CH:7][C:8]([N+:10]([O-:12])=[O:11])=[CH:9][C:4]=2[N:1]=1. Procedure details: A solution of 10 g of 2,4-dinitrothiophenol and 7.6 g of thiourea in 50 ml of dimethylformamide is heated at 120° C. for 3 hours. The mixture is diluted with 300 ml of water, and the solid is filtered off with suction and washed with water. 7.3 g of crude 2-amino-5-nitrobenzothiazole, the identity of which was confirmed by TLC comparison with authentic material, are obtained. The reactants are C(C)(=O)C(CCCC1=CC=C(C(=O)O)C=C1)CCCC(CCCCC)O (4-(4-Acetyl-8-hydroxytridecyl)benzoic acid), [OH-].[Na+] (sodium hydroxide), Congo Red, Cl (hydrochloric acid), [BH4-].[Na+] (Sodium borohydride), OC(C)C(CCCC1=CC=C(C(=O)O)C=C1)CCCC(CCCCC)O (4-[4-(1-hydroxyethyl)-8-hydroxytridecyl]benzoic acid). Solvent: O (water), CCOCC (ether). Product: OC(C)C(CCCC1=C(C(=O)O)C=CC=C1)CCCC(CCCCC)O ((4-(1-Hydroxyethyl)-8-hydroxytridecyl]benzoic Acid). Reaction SMILES: [C:1]([CH:4]([CH2:17][CH2:18][CH2:19][CH:20]([OH:26])[CH2:21][CH2:22][CH2:23][CH2:24][CH3:25])[CH2:5][CH2:6][CH2:7][C:8]1[CH:16]=[CH:15][C:11](C(O)=O)=[CH:10][CH:9]=1)(=[O:3])[CH3:2].[OH-].[Na+].[BH4-].[Na+].Cl.OC(C(CCCC(O)CCCCC)CCCC1C=CC([C:43]([OH:45])=[O:44])=CC=1)C>O.CCOCC>[OH:3][CH:1]([CH:4]([CH2:17][CH2:18][CH2:19][CH:20]([OH:26])[CH2:21][CH2:22][CH2:23][CH2:24][CH3:25])[CH2:5][CH2:6][CH2:7][C:8]1[CH:9]=[CH:10][CH:11]=[CH:15][C:16]=1[C:43]([OH:45])=[O:44])[CH3:2] |f:1.2,3.4|. Procedure: 4-(4-Acetyl-8-hydroxytridecyl)benzoic acid (7.2 g., 0.02 mole) is dissolved in a solution of sodium hydroxide (1.2 g., 0.03 mole) in water (80 ml.). Sodium borohydride (0.76 g., 0.02 mole) is added and the resulting solution is let stand at 25°-27° C. for 21 hours. The mixture is then acidified to Congo Red with concentrated hydrochloric acid. The thick oil which separates is taken up in ether, washed with water, and dried over magnesium sulfate. The ether is evaporated and the crude product chr... Reactants: O1C(=CC=C1)N1C(NC=C(C1=O)F)=O ((2-furanyl)-5-fluorouracil), C([O-])([O-])=O.[K+].[K+] (potassium carbonate), ClC=1C(NC(NC1)=O)=O (5-chlorouracil), CC1=CC=C(C=C1)S(=O)(=O)OC(C#C)I (iodopropargyl 4-methylbenzenesulfonate). The product is IC#CCC1=C(C(N(C(N1)=O)C=1OC=CC1)=O)F ((3-iodo-2-propynyl)-3N-(2-furanyl)-5-fluorouracil). Reaction SMILES: [O:1]1[CH:5]=[CH:4][CH:3]=[C:2]1[N:6]1[C:11](=[O:12])[C:10]([F:13])=[CH:9][NH:8][C:7]1=[O:14].ClC1C(=O)NC(=O)NC=1.CC1C=CC(S(O[CH:35]([I:38])[C:36]#[CH:37])(=O)=O)=CC=1.C(=O)([O-])[O-].[K+].[K+]>>[I:38][C:35]#[C:36][CH2:37][C:9]1[NH:8][C:7](=[O:14])[N:6]([C:2]2[O:1][CH:5]=[CH:4][CH:3]=2)[C:11](=[O:12])[C:10]=1[F:13] |f:3.4.5|. Procedure: The procedure in Example 1 was repeated, except that 2.0477 g of 3N-(2-furanyl)-5-fluorouracil (ftorafur) (10.23 mmole) available from Aldrich Chemical Co. was used instead of 5-chlorouracil and 3.6089 g of iodopropargyl 4-methylbenzenesulfonate (10.741 mmole) and 1.060 g (7.67 mmole) of potassium carbonate were used.